From a dataset of the Open Reaction Database (ORD), a public repository of structured organic reaction records. describe an organic reaction: reactants, conditions, products, and yield The reactants are C(C1=CC=CC=C1)(=O)C1=C(C=NC=C1)C=O (4-benzoyl-pyridine-3-carbaldehyde), C[Mg]Br (methylmagnesium bromide). Run in C1CCOC1 (THF), C1CCOC1 (THF). Reaction conditions: time 15 minute. Product: OC(C)C=1C=NC=CC1C(=O)C1=CC=CC=C1 ([3-(1-hydroxy-ethyl)-pyridin-4-yl]-phenyl-methanone). As a reaction SMILES: [C:1]([C:9]1[CH:14]=[CH:13][N:12]=[CH:11][C:10]=1[CH:15]=[O:16])(=[O:8])[C:2]1[CH:7]=[CH:6][CH:5]=[CH:4][CH:3]=1.[CH3:17][Mg]Br>C1COCC1>[OH:16][CH:15]([C:10]1[CH:11]=[N:12][CH:13]=[CH:14][C:9]=1[C:1]([C:2]1[CH:3]=[CH:4][CH:5]=[CH:6][CH:7]=1)=[O:8])[CH3:17]. Procedure: To a solution of 4-benzoyl-pyridine-3-carbaldehyde (114 mg, 0.54 mmol) in THF (3 mL) at −78° C. was added 3.0 M methylmagnesium bromide in THF (0.27 mL) and the reaction mixture was stirred for 15 min. The reaction mixture was then quenched with aqueous ammonium chloride and extracted with ethyl acetate. The organic layer was dried over sodium sulfate, concentrated, and the residue purified by chromatography of silica gel with 5% methanol in dichloromethane to yield [3-(1-hydroxy-ethyl)-pyridin-... Starting materials: [N+](=O)([O-])C=1C(=NC(=CC1)C1=C(C=CC=C1)C(F)(F)F)NC(=O)C1=CC(=NO1)C(C)(C)C (3-tert-butyl-isoxazole-5-carboxylic acid [3-nitro-6-(2-trifluoromethyl-phenyl)-pyridin-2-yl]-amide). The reagents and catalysts are [Fe] (iron). Solvent: C(C)(=O)O (acetic acid), C(C)(=O)O (acetic acid). Conditions: temperature 100 celsius, time 5 minute. Product: C(C)(C)(C)C1=NOC(=C1)C=1NC=2C(=NC(=CC2)C2=C(C=CC=C2)C(F)(F)F)N1 (2-(3-tert-butyl-isoxazol-5-yl)-5-(2-trifluoromethyl-phenyl)-1H-imidazo[4,5-b]pyridine). Reaction SMILES: [N+:1]([C:4]1[C:5]([NH:20][C:21]([C:23]2[O:27][N:26]=[C:25]([C:28]([CH3:31])([CH3:30])[CH3:29])[CH:24]=2)=O)=[N:6][C:7]([C:10]2[CH:15]=[CH:14][CH:13]=[CH:12][C:11]=2[C:16]([F:19])([F:18])[F:17])=[CH:8][CH:9]=1)([O-])=O>C(O)(=O)C.[Fe]>[C:28]([C:25]1[CH:24]=[C:23]([C:21]2[NH:1][C:4]3[C:5]([N:20]=2)=[N:6][C:7]([C:10]2[CH:15]=[CH:14][CH:13]=[CH:12][C:11]=2[C:16]([F:19])([F:18])[F:17])=[CH:8][CH:9]=3)[O:27][N:26]=1)([CH3:31])([CH3:30])[CH3:29]. Procedure: A solution of 3-tert-butyl-isoxazole-5-carboxylic acid [3-nitro-6-(2-trifluoromethyl-phenyl)-pyridin-2-yl]-amide (78.0 mg, 0.180 mmol, prepared as described in the previous step) in acetic acid (5 mL) was treated with iron powder (50.1 mg, 0.898 mmol) and heated to 100° C. for 2 h. The volume of acetic acid was reduced to 2 mL by concentrating in vacuo, and saturated aqueous NaHCO3 (50 mL) was added. The resulting mixture was extracted twice with EtOAc (60 mL). The combined extracts were dried o... Product: NC=1C=CC=C2C=CC(NC12)=O (8-aminocarbostyril). Procedure: 8-Acetylaminocarbostyril (21.5 g, 0.106 mol) was suspended in 190 ml of 20% hydrochloric acid and the suspension was stirred while heating under reflux for 1 hour. The reaction mixture was poured into ice water and neutralized with 5 N sodium hydroxide. Crystals which formed were collected by filtration to give 15.47 g of 8-aminocarbostyril. The solvent is Cl (hydrochloric acid). Reaction SMILES: C([NH:4][C:5]1[CH:6]=[CH:7][CH:8]=[C:9]2[C:14]=1[NH:13][C:12](=[O:15])[CH:11]=[CH:10]2)(=O)C.[OH-].[Na+]>Cl>[NH2:4][C:5]1[CH:6]=[CH:7][CH:8]=[C:9]2[C:14]=1[NH:13][C:12](=[O:15])[CH:11]=[CH:10]2 |f:1.2|. Yield: 91.1%. Starting materials: C(C)(=O)NC=1C=CC=C2C=CC(NC12)=O (8-Acetylaminocarbostyril), ice water, [OH-].[Na+] (sodium hydroxide). Reactants: OC[C@@H]1N(CCC1)CC1=CC(=CS1)C=1C=C2C(=CNC2=C(C1)C(=O)N)C1CCN(CC1)S(=O)(=O)C(C)C (5-(5-{[(2R)-2-(hydroxymethyl)-1-pyrrolidinyl]methyl}-3-thienyl)-3-{1-[(1-methylethyl)sulfonyl]-4-piperidinyl}-1H-indole-7-carboxamide), N1[C@H](CCC1)CO ((2R)-2-pyrrolidinylmethanol). Yields the product C1(CCCC1)N(C)CC1=CC(=CS1)C=1C=C2C(=CNC2=C(C1)C(=O)N)C1CCN(CC1)S(=O)(=O)C(C)C (5-(5-{[cyclopentyl(methyl)amino]methyl}-3-thienyl)-3-{1-[(1-methylethyl)sulfonyl]-4-piperidinyl}-1H-indole-7-carboxamide). The yield is 54.3%. As a reaction SMILES: O[CH2:2][C@H:3]1[CH2:7][CH2:6][CH2:5][N:4]1[CH2:8][C:9]1[S:13][CH:12]=[C:11]([C:14]2[CH:15]=[C:16]3[C:20](=[C:21]([C:23]([NH2:25])=[O:24])[CH:22]=2)[NH:19][CH:18]=[C:17]3[CH:26]2[CH2:31][CH2:30][N:29]([S:32]([CH:35]([CH3:37])[CH3:36])(=[O:34])=[O:33])[CH2:28][CH2:27]2)[CH:10]=1.N1CCC[C@@H:39]1CO>>[CH:5]1([N:4]([CH2:8][C:9]2[S:13][CH:12]=[C:11]([C:14]3[CH:15]=[C:16]4[C:20](=[C:21]([C:23]([NH2:25])=[O:24])[CH:22]=3)[NH:19][CH:18]=[C:17]4[CH:26]3[CH2:27][CH2:28][N:29]([S:32]([CH:35]([CH3:36])[CH3:37])(=[O:34])=[O:33])[CH2:30][CH2:31]3)[CH:10]=2)[CH3:39])[CH2:2][CH2:3][CH2:7][CH2:6]1. Reported procedure: The title compound was prepared according to the general procedure of 5-(5-{[(2R)-2-(hydroxymethyl)-1-pyrrolidinyl]methyl}-3-thienyl)-3-{1-[(1-methylethyl)sulfonyl]-4-piperidinyl}-1H-indole-7-carboxamide, substituting N-methylcyclopentanamine (90.13 mg, 1.20 mmol) for (2R)-2-pyrrolidinylmethanol to afford 10 mg of the title compound (54.3%) Reaction conditions: time 16 hour. Yields the product IC1=CC2=C(SC(=C2)C(=O)O)C=C1 (5-iodobenzo[b]thiophene-2-carboxylic acid). Reaction SMILES: [OH-].[Na+].[I:3][C:4]1[CH:17]=[CH:16][C:7]2[S:8][C:9]([C:11]([O:13]CC)=[O:12])=[CH:10][C:6]=2[CH:5]=1>O.C(O)C>[I:3][C:4]1[CH:17]=[CH:16][C:7]2[S:8][C:9]([C:11]([OH:13])=[O:12])=[CH:10][C:6]=2[CH:5]=1 |f:0.1|. Procedure details: Sodium hydroxide (5 g) in water (150 ml) was added to ethyl 5-iodobenzo[b]thiophene-2-carboxylate (14 g) in ethanol (200 ml) and the mixture was stirred for 16 hours. The mixture was concentrated to about 150 ml by evaporation and the mixture was adjusted to ~pH 3 by addition of dilute hydrochloric acid. The mixture was then extracted with diethyl ether (2×100 ml). The combined organic extracts were dried (MgSO4) and evaporated to give 5-iodobenzo[b]thiophene-2-carboxylic acid (11.7 g) as a soli... Starting materials: [OH-].[Na+] (Sodium hydroxide), IC1=CC2=C(SC(=C2)C(=O)OCC)C=C1 (ethyl 5-iodobenzo[b]thiophene-2-carboxylate). Run in O (water), C(C)O (ethanol). The yield is 91.3%.